From a dataset of the Open Reaction Database (ORD), a public repository of structured organic reaction records. describe an organic reaction: reactants, conditions, products, and yield The solvent is CN(C)C=O (DMF). Conditions: temperature 60 celsius, time 14 hour. Procedure details: 2 ml DMF solution containing 0.24 g 2-propyl-4-methyl-5-(2-chloro-6-hydroxyphenyl)oxazole, 0.2 g 2-methanesulfonyl-4,6-dimethoxypyrimidine and 0.26 g pottasium carbonate was stirred for 14 hours at 60° C. After completing the reaction, the solution reacted was poured into ice water and was then extracted with ethyl acetate. The organic layer obtained was washed with water and was then dried by using anhydrous magnesium sulfate. After filtration, the solvent used was removed by distillation under... Product: C(CC)C=1OC(=C(N1)C)C1=C(C=CC=C1OC1=NC(=CC(=N1)OC)OC)Cl (2-propyl-4-methyl-5-(2-chloro-6-(4,6-dimethoxypyrimidine-2-yloxy)phenyl)oxazole). The reactants are C(CC)C=1OC(=C(N1)C)C1=C(C=CC=C1O)Cl (2-propyl-4-methyl-5-(2-chloro-6-hydroxyphenyl)oxazole), CS(=O)(=O)C1=NC(=CC(=N1)OC)OC (2-methanesulfonyl-4,6-dimethoxypyrimidine), C([O-])([O-])=O (carbonate), ice water. Reaction SMILES: [CH2:1]([C:4]1[O:5][C:6]([C:10]2[C:15]([OH:16])=[CH:14][CH:13]=[CH:12][C:11]=2[Cl:17])=[C:7]([CH3:9])[N:8]=1)[CH2:2][CH3:3].CS([C:22]1[N:27]=[C:26]([O:28][CH3:29])[CH:25]=[C:24]([O:30][CH3:31])[N:23]=1)(=O)=O.C(=O)([O-])[O-]>CN(C=O)C>[CH2:1]([C:4]1[O:5][C:6]([C:10]2[C:15]([O:16][C:22]3[N:27]=[C:26]([O:28][CH3:29])[CH:25]=[C:24]([O:30][CH3:31])[N:23]=3)=[CH:14][CH:13]=[CH:12][C:11]=2[Cl:17])=[C:7]([CH3:9])[N:8]=1)[CH2:2][CH3:3]. Reaction conditions: temperature 70 celsius, time 5 hour. Solvent: C(CC)O (n-propanol), C(CC)O (n-propanol). Yields the product CC1=C(C(CCC1)(C)C)/C=C/C(=C/C=C/C(=C/C=C/C=C(\C)/C=C/C=C(\C)/C=C/C=C(\C)/C=C/C(=O)C(C)(C)O)/C)/C (2'-dehydroplectaniaxanthin). Isolated yield 97.8%. Starting materials: [OH-].[K+] (potassium hydroxide), O (water), CC1=C(C(CCC1)(C)C)/C=C/C(=C/C=C/C(=C/C=C/C=C(\C)/C=C/C=C(\C)/C=C/C=C(\C)/C=O)/C)/C (β-apo-4'-carotenal), CC1=C(C(CCC1)(C)C)/C=C/C(=C/C=C/C(=C/C=C/C=C(\C)/C=C/C=C(\C)/C=C/C=C(\C)/C=O)/C)/C (β-apo-4'-carotenal). Reaction SMILES: [CH3:1][C:2]1[CH2:7][CH2:6][CH2:5][C:4]([CH3:9])([CH3:8])[C:3]=1/[CH:10]=[CH:11]/[C:12](/[CH3:36])=[CH:13]/[CH:14]=[CH:15]/[C:16](/[CH3:35])=[CH:17]/[CH:18]=[CH:19]/[CH:20]=[C:21](/[CH:23]=[CH:24]/[CH:25]=[C:26](/[CH:28]=[CH:29]/[CH:30]=[C:31](/[CH:33]=O)\[CH3:32])\[CH3:27])\[CH3:22].[OH-:37].[K+].[OH2:39]>C(O)CC>[CH3:1][C:2]1[CH2:7][CH2:6][CH2:5][C:4]([CH3:9])([CH3:8])[C:3]=1/[CH:10]=[CH:11]/[C:12](/[CH3:36])=[CH:13]/[CH:14]=[CH:15]/[C:16](/[CH3:35])=[CH:17]/[CH:18]=[CH:19]/[CH:20]=[C:21](/[CH:23]=[CH:24]/[CH:25]=[C:26](/[CH:28]=[CH:29]/[CH:30]=[C:31](/[CH:33]=[CH:4]/[C:3]([C:2]([OH:39])([CH3:7])[CH3:1])=[O:37])\[CH3:32])\[CH3:27])\[CH3:22] |f:1.2|. Reported procedure: 10.12 g of β-apo-4'-carotenal are suspended in 50 ml of n-propanol under argon in a 350 ml sulphonation flask fitted with a stirrer, thermometer, cooler and dosage pump. Then, 9.6 ml of 50% potassium hydroxide solution are added. The red-violet, thin suspension is now heated to 70° C. internal temperature. Then, a solution of 7.72 g of cyclocarbonate in 20 ml of n-propanol is dosed in using the dosage pump within one hour at 70° C. The mixture is stirred at 70° C. for 5 hours under control by th... The reactants are C(C1=CC=CC=C1)(=O)[C-]1C=CC=C1.[CH-]1C=CC=C1.[Fe+2] (benzoylferrocene), [Sm] (samarium), ICCI (1,2-diiodoethane), C(C=C)Br (allyl bromide), [I-].[I-].[Sm+2] (samarium diiodide). Run in O1CCCC1 (tetrahydrofuran). The product is [C-]1(C=CC=C1)C(=CC=C)C1=CC=CC=C1.[CH-]1C=CC=C1.[Fe+2] (1-Ferrocenyl-1-phenyl-1,3-butadiene). The yield is 99.0%. RXN SMILES: [Sm].ICCI.[I-].[I-].[Sm+2].[C:9]([C-:17]1[CH:21]=[CH:20][CH:19]=[CH:18]1)(=O)[C:10]1[CH:15]=[CH:14][CH:13]=[CH:12][CH:11]=1.[CH-:22]1[CH:26]=[CH:25][CH:24]=[CH:23]1.[Fe+2:27].C(Br)C=C>O1CCCC1>[C-:17]1([C:9]([C:10]2[CH:15]=[CH:14][CH:13]=[CH:12][CH:11]=2)=[CH:26][CH:22]=[CH2:23])[CH:21]=[CH:20][CH:19]=[CH:18]1.[CH-:22]1[CH:26]=[CH:25][CH:24]=[CH:23]1.[Fe+2:27] |f:2.3.4,5.6.7,10.11.12|. Reported procedure: In a nitrogen environment, about 330 mg (2.20 mmole) of samarium and about 500 mg (1.77 mmole) of 1,2-diiodoethane is disposed in a round-bottomed flask. About 20 ml of tetrahydrofuran is added into the round-bottomed flask. The mixture in the round-bottomed flask is stirred until a deep-blue samarium diiodide solution is obtained. Following the process flow described in Example 1, about 348 mg (1.20 mmole) of benzoylferrocene reacts with about 242 mg (2.0 mmole) of allyl bromide to produce oil-... Reactants: N1CCOCC1 (Morpholine), ClC1=NC(=NC(=C1)N1C[C@@H](O[C@@H](C1)C)C)N1C(=NC2=C1C=CC=C2OC)C(F)F (4-chloro-2-(2-difluoromethyl-4-methoxybenzimidazol-1-yl)-6-(cis-2,6-dimethylmorpholino)pyrimidine). Solvent: O (Water). Conditions: temperature 80 celsius, time 30 minute. Yields the product FC(C1=NC2=C(N1C1=NC(=CC(=N1)N1C[C@@H](O[C@@H](C1)C)C)N1CCOCC1)C=CC=C2OC)F (2-(2-difluoromethyl-4-methoxybenzimidazol-1-yl)-4-(cis-2,6-dimethylmorpholino)-6-morpholinopyrimidine). Yield: 84.9%. Reaction SMILES: [NH:1]1[CH2:6][CH2:5][O:4][CH2:3][CH2:2]1.Cl[C:8]1[CH:13]=[C:12]([N:14]2[CH2:19][C@@H:18]([CH3:20])[O:17][C@@H:16]([CH3:21])[CH2:15]2)[N:11]=[C:10]([N:22]2[C:26]3[CH:27]=[CH:28][CH:29]=[C:30]([O:31][CH3:32])[C:25]=3[N:24]=[C:23]2[CH:33]([F:35])[F:34])[N:9]=1>O>[F:34][CH:33]([F:35])[C:23]1[N:22]([C:10]2[N:11]=[C:12]([N:14]3[CH2:19][C@@H:18]([CH3:20])[O:17][C@@H:16]([CH3:21])[CH2:15]3)[CH:13]=[C:8]([N:1]3[CH2:6][CH2:5][O:4][CH2:3][CH2:2]3)[N:9]=2)[C:26]2[CH:27]=[CH:28][CH:29]=[C:30]([O:31][CH3:32])[C:25]=2[N:24]=1. Procedure: Morpholine (275 ml, 3.15 mol) was added to 4-chloro-2-(2-difluoromethyl-4-methoxybenzimidazol-1-yl)-6-(cis-2,6-dimethylmorpholino)pyrimidine (14.4 g, 34 mmol) thus obtained, and stirred at room temperature for 30 minutes and further at 80° C. for 30 minutes. Water was added to the reaction solution, and the precipitated crystals were filtered, and washed well successively with hexane, ether and ethyl acetate, then air-dried to afford 2-(2-difluoromethyl-4-methoxybenzimidazol-1-yl)-4-(cis-2,6-dim... Starting materials: ClC1=NC2=CC=CC=C2N=C1NN (2-Chloro-3-hydrazinoquinoxaline), product, C(C)(OCC)(OCC)OCC (triethyl orthoacetate). Product: ClC=1C=2N(C3=CC=CC=C3N1)C(=NN2)C (4-chloro-1-methyl-[1,2,4]triazolo[4,3-a]quinoxaline). Isolated yield 65.0%. Reaction SMILES: [Cl:1][C:2]1[C:11]([NH:12][NH2:13])=[N:10][C:9]2[C:4](=[CH:5][CH:6]=[CH:7][CH:8]=2)[N:3]=1.[C:14](OCC)(OCC)(OCC)[CH3:15]>>[Cl:1][C:2]1[C:11]2[N:10]([C:14]([CH3:15])=[N:13][N:12]=2)[C:9]2[C:4]([N:3]=1)=[CH:5][CH:6]=[CH:7][CH:8]=2. Reported procedure: 2-Chloro-3-hydrazinoquinoxaline (15.5 g., 0.080 mole), the product of Example 1, was stirred with triethyl orthoacetate for 3 hours at 100° C. The mixture was cooled to room temperature and the solid precipitate was collected by filtration, washed with ethanol and air dried to afford 11.4 g. (65% yield) of 4-chloro-1-methyl-[1,2,4]triazolo[4,3-a]quinoxaline, m.p. 215°-222° C. Mass spectrum: m/e, 218 (P). Starting materials: COC(C[C@@H]1COC2=C1C=CC(=C2)O[C@@H]2CCC1=C(C=CC(=C21)F)O)=O ({(S)-6-[(R)-7-fluoro-4-hydroxy-indan-1-yloxy]-2,3-dihydro-benzofuran-3-yl}-acetic acid methyl ester), CC1=C(C#N)C(=CC(=C1)F)C (2,6-dimethyl-4-fluoro-benzonitrile), Intermediate 12. The product is COC(C[C@@H]1COC2=C1C=CC(=C2)O[C@@H]2CCC1=C(C=CC(=C21)F)OC2=CC(=C(C(=C2)C)C#N)C)=O ({(S)-6-[(R)-4-(4-Cyano-3,5-dimethyl-phenoxy)-7-fluoro-indan-1-yloxy]-2,3-dihydro-benzofuran-3-yl}-acetic acid methyl ester). Reaction SMILES: [CH3:1][O:2][C:3](=[O:26])[CH2:4][C@H:5]1[C:9]2[CH:10]=[CH:11][C:12]([O:14][C@H:15]3[C:23]4[C:18](=[C:19]([OH:25])[CH:20]=[CH:21][C:22]=4[F:24])[CH2:17][CH2:16]3)=[CH:13][C:8]=2[O:7][CH2:6]1.[CH3:27][C:28]1[CH:35]=[C:34](F)[CH:33]=[C:32]([CH3:37])[C:29]=1[C:30]#[N:31]>>[CH3:1][O:2][C:3](=[O:26])[CH2:4][C@H:5]1[C:9]2[CH:10]=[CH:11][C:12]([O:14][C@H:15]3[C:23]4[C:18](=[C:19]([O:25][C:34]5[CH:33]=[C:32]([CH3:37])[C:29]([C:30]#[N:31])=[C:28]([CH3:27])[CH:35]=5)[CH:20]=[CH:21][C:22]=4[F:24])[CH2:17][CH2:16]3)=[CH:13][C:8]=2[O:7][CH2:6]1. Procedure details: The title compound is prepared from {(S)-6-[(R)-7-fluoro-4-hydroxy-indan-1-yloxy]-2,3-dihydro-benzofuran-3-yl}-acetic acid methyl ester and 2,6-dimethyl-4-fluoro-benzonitrile following a procedure analogous to that described for Intermediate 12. The reactants are CCOC(=O)c1cc(-c2cnc(-c3ccccc3)s2)n[nH]1, CCOC(C)=O, ClCCl, O=S(=O)(Cl)Cl. Yields the product CCOC(=O)c1[nH]nc(-c2cnc(-c3ccccc3)s2)c1Cl. Reaction SMILES: [CH2:1]([CH3:2])[O:3][C:4](=[O:5])[c:6]1[nH:7][n:8][c:9](-[c:11]2[cH:12][n:13][c:14](-[c:16]3[cH:17][cH:18][cH:19][cH:20][cH:21]3)[s:15]2)[cH:10]1.[CH3:30][CH2:31][O:32][C:33](=[O:34])[CH3:35].[Cl:27][CH2:28][Cl:29].[S:22]([Cl:23])(=[O:24])([Cl:25])=[O:26]>>[CH2:1]([CH3:2])[O:3][C:4](=[O:5])[c:6]1[nH:7][n:8][c:9](-[c:11]2[cH:12][n:13][c:14](-[c:16]3[cH:17][cH:18][cH:19][cH:20][cH:21]3)[s:15]2)[c:10]1[Cl:25]. Reactants: TEA, CC(C(=O)N1C(C=2N(N=C(C2C1)NC(C1=CC=C(C=C1)F)=O)C(=O)OCC)(C)C)(C)C (Ethyl 5-(2,2-dimethylpropanoyl)-3-[(4-fluorobenzoyl)amino]-6,6-dimethyl-5,6-dihydropyrrolo[3,4-c]pyrazole-1(4H)-carboxylate), C(Cl)Cl.CO (CH2Cl2 MeOH). The solvent is CO (methanol). Reaction conditions: time 8 hour. The product is CC(C(=O)N1C(C=2NN=C(C2C1)NC(C1=CC=C(C=C1)F)=O)(C)C)(C)C (N-[5-(2,2-dimethylpropanoyl)-6,6-dimethyl-1,4,5,6-tetrahydropyrrolo[3,4-c]pyrazol-3-yl]-4-fluorobenzamide). Isolated yield 86.0%. RXN SMILES: [CH3:1][C:2]([CH3:31])([CH3:30])[C:3]([N:5]1[CH2:12][C:11]2[C:10]([NH:13][C:14](=[O:22])[C:15]3[CH:20]=[CH:19][C:18]([F:21])=[CH:17][CH:16]=3)=[N:9][N:8](C(OCC)=O)[C:7]=2[C:6]1([CH3:29])[CH3:28])=[O:4].C(Cl)Cl.CO>CO>[CH3:1][C:2]([CH3:31])([CH3:30])[C:3]([N:5]1[CH2:12][C:11]2[C:10]([NH:13][C:14](=[O:22])[C:15]3[CH:16]=[CH:17][C:18]([F:21])=[CH:19][CH:20]=3)=[N:9][NH:8][C:7]=2[C:6]1([CH3:29])[CH3:28])=[O:4] |f:1.2|. Reported procedure: Ethyl 5-(2,2-dimethylpropanoyl)-3-[(4-fluorobenzoyl)amino]-6,6-dimethyl-5,6-dihydropyrrolo[3,4-c]pyrazole-1(4H)-carboxylate (2.0 g, 4.64 mmol) was dissolved in methanol (60 ml), treated with TEA (6.45 ml, 46.4 mmol, 10 eq) and stirred overnight at room temperature. (TLC: CH2Cl2/MeOH 95/5). After evaporation, the solid was treated with diethyl ether/hexane and filtered to afford 1.43 g of the title compound in 86% yield. Starting materials: C(C1=CC=CC=C1)O[C@H](CC(CBr)=O)C ((4S)-4-(benzyloxy)-1-bromopentan-2-one), COC(CC(CC)=O)=O (3-oxopentanoic acid methyl ester). The product is COC(C(CC(C[C@H](C)OCC1=CC=CC=C1)=O)C(CC)=O)=O ((6S)-6-(Benzyloxy)-4-oxo-2-propionylheptanoic acid methyl ester). Yield: 46.8%. Reaction SMILES: [CH2:1]([O:8][C@@H:9]([CH3:15])[CH2:10][C:11](=[O:14])[CH2:12]Br)[C:2]1[CH:7]=[CH:6][CH:5]=[CH:4][CH:3]=1.[CH3:16][O:17][C:18](=[O:24])[CH2:19][C:20](=[O:23])[CH2:21][CH3:22]>>[CH3:16][O:17][C:18](=[O:24])[CH:19]([C:20](=[O:23])[CH2:21][CH3:22])[CH2:12][C:11](=[O:14])[CH2:10][C@@H:9]([O:8][CH2:1][C:2]1[CH:7]=[CH:6][CH:5]=[CH:4][CH:3]=1)[CH3:15]. Reported procedure: After (4S)-4-(benzyloxy)-1-bromopentan-2-one (15 g, 52 mmol) was prepared from the compound of Comparative Example 1 in the process similar to Comparative Example 2, it was reacted with 3-oxopentanoic acid methyl ester (6.5 mL, 52 mmol) to give the title compound (7.8 g, 47%).